From a dataset of the Open Reaction Database (ORD), a public repository of structured organic reaction records. describe an organic reaction: reactants, conditions, products, and yield Reactants: ClC=1SC(=C(N1)Cl)C=NO (2,4-dichloro-5-thiazolecarboxaldehyde oxime). The solvent is C(C)(=O)OC(C)=O (acetic anhydride). Run at temperature 137 celsius. The product is ClC=1SC(=C(N1)Cl)C#N (2,4-dichloro-5-thiazolecarbonitrile). As a reaction SMILES: [Cl:1][C:2]1[S:3][C:4]([CH:8]=[N:9]O)=[C:5]([Cl:7])[N:6]=1>C(OC(=O)C)(=O)C>[Cl:1][C:2]1[S:3][C:4]([C:8]#[N:9])=[C:5]([Cl:7])[N:6]=1. Procedure: 400 g (2.03 mol) of crude 2,4,-dichloro-5-thiazolecarboxaldehyde oxime (IV) are stirred with 2 liters of acetic anhydride at reflux temperature (137° C.) for 4 hours. Fractionation using a silvered distillation column 1 m long provided 271 g (=75.7% of theory) of 2,4-dichloro-5-thiazolecarbonitrile (V) at 112° C./20 m bar, this product being identical by mass and IR spectroscopy with that described in German Offenlegungsschrift No. 3,038,608 (which can also be named 2,4-dichloro-5-cyanothiazole)...